This data is from the Open Reaction Database (ORD), a public repository of structured organic reaction records. The task is: describe an organic reaction: reactants, conditions, products, and yield Reactants: C(C)C(C=O)=CC(CC=C)CC (2,4-diethyl-2,6-heptadienal). The reagents and catalysts are [Ni] (Raney nickel). Solvent: CO (methanol). Conditions: time 165 minute. Yields the product C(C)C(CO)CC(CCC)CC (2,4-Di-ethylheptanol). As a reaction SMILES: [CH2:1]([C:3](=[CH:6][CH:7]([CH2:11][CH3:12])[CH2:8][CH:9]=[CH2:10])[CH:4]=[O:5])[CH3:2]>[Ni].CO>[CH2:1]([CH:3]([CH2:6][CH:7]([CH2:11][CH3:12])[CH2:8][CH2:9][CH3:10])[CH2:4][OH:5])[CH3:2]. Procedure details: Into a 0.5 liter shaking autoclave with glass insert, 33.2 g (0.2 mol.) 2,4-diethyl-2,6-heptadienal, 70 ml methanol and 3 g freshly prepared Raney nickel were introduced. The hydrogenation takes about 165 minutes after the pressure becomes constant. Subsequently, the catalyst is filtered off and after withdrawal of the solvent, distillation takes place in a water jet vacuum. The yield is 28 g, corresponding to 81.4% of the theoretical amount. B.p.12 : 109° C., colorless oil, fruit-like fragrance... Starting materials: ClC=1C=C(C=CC1)CCBr (2-(3-chlorophenyl)-ethyl bromide), [OH-].[K+] (potassium hydroxide), C(C)OC(=O)N1CCN(CC1)CCC1=CC(=CC=C1)Cl (1-ethoxycarbonyl-4-[2-(3-chlorophenyl)-ethyl]-piperazine), C(C)OC(=O)N1CCNCC1 (1-ethoxycarbonylpiperazine). Solvent: O (water), C1(=CC=CC=C1)C (toluene), O (water), C(C)O (ethanol). The product is ClC=1C=C(C=CC1)CCN1CCNCC1 (1-[2-(3-chlorophenyl)-ethyl]piperazine). As a reaction SMILES: [OH-].[K+].C(OC([N:8]1[CH2:13][CH2:12][N:11]([CH2:14][CH2:15][C:16]2[CH:21]=[CH:20][CH:19]=[C:18]([Cl:22])[CH:17]=2)[CH2:10][CH2:9]1)=O)C.C(OC(N1CCNCC1)=O)C.ClC1C=C(CCBr)C=CC=1>O.C1(C)C=CC=CC=1.C(O)C>[Cl:22][C:18]1[CH:17]=[C:16]([CH2:15][CH2:14][N:11]2[CH2:10][CH2:9][NH:8][CH2:13][CH2:12]2)[CH:21]=[CH:20][CH:19]=1 |f:0.1|. Reported procedure: 50 ml of ethanol, 50 g of potassium hydroxide and 8.8 ml of water are added to 39.8 g of 1-ethoxycarbonyl-4-[2-(3-chlorophenyl)-ethyl]-piperazine, obtainable by reacting 17.7 g of 1-ethoxycarbonylpiperazine and 24.6 g of 2-(3-chlorophenyl)-ethyl bromide while heating at 120°-125° under nitrogen, and the whole is heated under reflux for 3 hours. The whole is then allowed to cool, is diluted with 300 ml of water and 300 ml of toluene and shaken thoroughly, and then the organic phase is separated o... The reactants are Cl (HCl), C(=O)(OC(C)(C)C)C(COC1=C(C=C(C=C1)CCC(CC(=O)C1=CC=CC=C1)=O)OC)N (5-(4-(2-boc-aminoethoxy)-3-methoxyphenyl)-1-phenylpentane-1,3-dione), C(C)OCC (diethyl ether). Run in O1CCOCC1 (dioxane), O1CCOCC1 (dioxane). Conditions: time 1 hour. The product is Cl.NCCOC1=C(C=C(C=C1)CCC(CC(=O)C1=CC=CC=C1)=O)OC (5-(4-(2-aminoethoxy)-3-methoxyphenyl)-1-phenylpentane-1,3-dione hydrochloride). Isolated yield 99.0%. RXN SMILES: C([CH:8]([NH2:32])[CH2:9][O:10][C:11]1[CH:16]=[CH:15][C:14]([CH2:17][CH2:18][C:19](=[O:29])[CH2:20][C:21]([C:23]2[CH:28]=[CH:27][CH:26]=[CH:25][CH:24]=2)=[O:22])=[CH:13][C:12]=1[O:30][CH3:31])(OC(C)(C)C)=O.[ClH:33].C(OCC)C>O1CCOCC1>[ClH:33].[NH2:32][CH2:8][CH2:9][O:10][C:11]1[CH:16]=[CH:15][C:14]([CH2:17][CH2:18][C:19](=[O:29])[CH2:20][C:21]([C:23]2[CH:24]=[CH:25][CH:26]=[CH:27][CH:28]=2)=[O:22])=[CH:13][C:12]=1[O:30][CH3:31] |f:4.5|. Procedure details: To a solution of 5-(4-(2-boc-aminoethoxy)-3-methoxyphenyl)-1-phenylpentane-1,3-dione (211 mg, 0.48 mmol) dissolved in dioxane (5 ml) was added drop wise dry HCl in dioxane (4 M, 0.36 ml, 1.43 mmol) and stirred at RT for 1 h. After this time diethyl ether (20 ml) was added and an off-white emulsion was visible. The solvents were removed by evaporation in vacuo to give a brown gum residue. Residual dioxane was removed by azeotroping with methanol and then drying the product on high pressure line t... Reactants: COC=Cc1c(OC)ccc2ccccc12, CCOC(C)=O, Cl, C1CCOC1. Product: COc1ccc2ccccc2c1CC=O. RXN SMILES: [CH3:1][O:2][c:3]1[c:4]([CH:13]=[CH:14][O:15][CH3:16])[c:5]2[cH:6][cH:7][cH:8][cH:9][c:10]2[cH:11][cH:12]1.[CH3:23][CH2:24][O:25][C:26](=[O:27])[CH3:28].[ClH:22].[O:17]1[CH2:18][CH2:19][CH2:20][CH2:21]1>>[CH3:1][O:2][c:3]1[c:4]([CH2:13][CH:14]=[O:15])[c:5]2[cH:6][cH:7][cH:8][cH:9][c:10]2[cH:11][cH:12]1. Starting materials: Cl.CC1N(C2C(CC1C(=C2)C(C)C)C(=O)OCC)CC2=CC=CC=C2 (ethyl 3-methyl-8-isopropyl-2-(phenylmethyl)-2-azabicyclo[2.2.2]oct-7-ene-6-carboxylate hydrochloride), [H][H] (hydrogen). The reagents and catalysts are [Pd] (palladium on carbon). Run in C(C)O (ethanol). The product is Cl.CC1NC2C(CC1C(=C2)C(C)C)C(=O)OCC (ethyl 3-methyl-8-isopropyl-2-azabicyclo[2.2.2]oct-7-ene-6-carboxylate hydrochloride). The yield is 100.8%. Reaction SMILES: [ClH:1].[CH3:2][CH:3]1[CH:8]2[C:9]([CH:11]([CH3:13])[CH3:12])=[CH:10][CH:5]([CH:6]([C:14]([O:16][CH2:17][CH3:18])=[O:15])[CH2:7]2)[N:4]1CC1C=CC=CC=1.[H][H]>[Pd].C(O)C>[ClH:1].[CH3:2][CH:3]1[CH:8]2[C:9]([CH:11]([CH3:12])[CH3:13])=[CH:10][CH:5]([CH:6]([C:14]([O:16][CH2:17][CH3:18])=[O:15])[CH2:7]2)[NH:4]1 |f:0.1,5.6|. Reported procedure: A mixture of ethyl 3-methyl-8-isopropyl-2-(phenylmethyl)-2-azabicyclo[2.2.2]oct-7-ene-6-carboxylate hydrochloride (23.2 g, 63.8 mmol), ethanol (200 mL) and 10% palladium on carbon (2.3 g) was placed on a Parr hydrogenator at 44 psi of hydrogen pressure for 4 hours. The catalyst was removed by filtration and the solvent was concentrated in vacuo to afford 17.6 g (100%) of ethyl 3-methyl-8-isopropyl-2-azabicyclo[2.2.2]oct-7-ene-6-carboxylate hydrochloride as a white solid. Reactants: FC(F)(F)c1ccc(-c2cc(Cl)ncn2)cc1, [H-], [Na+], CN(C)C=O, Oc1ccc2cccnc2c1. Yields the product FC(F)(F)c1ccc(-c2cc(Oc3ccc4cccnc4c3)ncn2)cc1. Reaction SMILES: [Cl:1][c:2]1[n:3][cH:4][n:5][c:6](-[c:8]2[cH:9][cH:10][c:11]([C:14]([F:15])([F:16])[F:17])[cH:12][cH:13]2)[cH:7]1.[H-:30].[Na+:29].[O:31]=[CH:32][N:33]([CH3:34])[CH3:35].[OH:18][c:19]1[cH:20][cH:21][c:22]2[cH:23][cH:24][cH:25][n:26][c:27]2[cH:28]1>>[c:2]1([O:18][c:19]2[cH:20][cH:21][c:22]3[cH:23][cH:24][cH:25][n:26][c:27]3[cH:28]2)[n:3][cH:4][n:5][c:6](-[c:8]2[cH:9][cH:10][c:11]([C:14]([F:15])([F:16])[F:17])[cH:12][cH:13]2)[cH:7]1. Yield: 97.0%. Run in O1CCCC1 (tetrahydrofuran), C(C)OCC (diethyl ether). Starting materials: C(C)(=O)OC1=CC=C(C=C1)/C=C/C(=O)OC (methyl (2E)-3-[4-(acetyloxy)phenyl]acrylate), [N+](=[N-])=C (diazomethane), CN(C(=N)N[N+](=O)[O-])N=O (N-methyl-N′-nitro-N-nitrosoguanidine), [OH-].[K+] (potassium hydroxide), solution. Reagents/catalysts: C(C)(=O)O (acetic acid), C(C)(=O)[O-].[Pd+2].C(C)(=O)[O-] (palladium(II) acetate). RXN SMILES: [C:1]([O:4][C:5]1[CH:10]=[CH:9][C:8](/[CH:11]=[CH:12]/[C:13]([O:15][CH3:16])=[O:14])=[CH:7][CH:6]=1)(=[O:3])[CH3:2].[N+](=[CH2:19])=[N-].CN(N=O)C(N[N+]([O-])=O)=N.[OH-].[K+]>O1CCCC1.C(OCC)C.C(O)(=O)C.C([O-])(=O)C.[Pd+2].C([O-])(=O)C>[C:1]([O:4][C:5]1[CH:10]=[CH:9][C:8]([CH:11]2[CH2:19][CH:12]2[C:13]([O:15][CH3:16])=[O:14])=[CH:7][CH:6]=1)(=[O:3])[CH3:2] |f:3.4,8.9.10|. Procedure: A solution of methyl (2E)-3-[4-(acetyloxy)phenyl]acrylate (2.20 g, 10.0 mmol) in tetrahydrofuran (200 mL) was stirred under ice-cooling, and a solution of diazomethane, prepared from N-methyl-N′-nitro-N-nitrosoguanidine (50% water-containing product, 7.50 g, 51.0 mmol) and aqueous potassium hydroxide (6.28 g, 112 mmol) solution (10.5 mL), in diethyl ether (75 mL) and palladium(II) acetate (0.150 g, 0.668 mmol) were alternately added thereto over 10 min in small portions. The reaction mixture was... Run at time 10 minute. Yields the product C(C)(=O)OC1=CC=C(C=C1)C1C(C1)C(=O)OC (methyl 2-[4-(acetyloxy)phenyl]cyclopropanecarboxylate). Reactants: S=C(n1ccnc1)n1ccnc1, ClCCl, Nc1ccc(Cl)c(C(F)(F)F)c1. The product is FC(F)(F)c1cc(N=C=S)ccc1Cl. As a reaction SMILES: [C:13](=[S:14])([n:15]1[cH:16][cH:17][n:18][cH:19]1)[n:20]1[cH:21][cH:22][n:23][cH:24]1.[Cl:25][CH2:26][Cl:27].[NH2:1][c:2]1[cH:3][cH:4][c:5]([Cl:6])[c:7]([C:9]([F:10])([F:11])[F:12])[cH:8]1>>[N:1]([c:2]1[cH:3][cH:4][c:5]([Cl:6])[c:7]([C:9]([F:10])([F:11])[F:12])[cH:8]1)=[C:13]=[S:14]. As a reaction SMILES: C([O-])(=[O:3])C.[Na+].[H][H].Cl[C:9]1[C:34](=[O:35])[NH:33][C:32](=[O:36])[NH:31][C:10]=1[C:11]([NH:13][C@H:14]([C:21]([N:23]1[CH2:30][CH2:29][CH2:28][C@H:24]1[C:25]([NH2:27])=[O:26])=[O:22])[CH2:15][C:16]1[N:20]=[CH:19][NH:18][CH:17]=1)=[O:12]>[Pd].O>[OH2:3].[C:11]([NH:13][C@H:14]([C:21]([N:23]1[CH2:30][CH2:29][CH2:28][C@H:24]1[C:25]([NH2:27])=[O:26])=[O:22])[CH2:15][C:16]1[N:20]=[CH:19][NH:18][CH:17]=1)(=[O:12])[C:10]1[NH:31][C:32](=[O:36])[NH:33][C:34](=[O:35])[CH:9]=1 |f:0.1,6.7|. Starting materials: 2m, [H][H] (hydrogen), [H][H] (hydrogen), ClC1=C(C(=O)N[C@@H](CC2=CNC=N2)C(=O)N2[C@H](C(=O)N)CCC2)NC(NC1=O)=O (5-chloro orotyl-L-histidyl-L-prolinamide), [H][H] (hydrogen), C(C)(=O)[O-].[Na+] (sodium acetate). Run in O (water), O (water). Yields the product O.C(C1=CC(=O)NC(=O)N1)(=O)N[C@@H](CC1=CNC=N1)C(=O)N1[C@H](C(=O)N)CCC1 (orotyl-L-histidyl-L-prolinamide hydrate). Reagents/catalysts: [Pd] (palladium on charcoal). Reported procedure: To 15 ml of water are added 165 mg of anhydrous sodium acetate and 100 mg of 5% palladium on charcoal. On a shaking apparatus the mixture is treated with hydrogen until the absorption stops. Then a solution of 850 mg of 5-chloro orotyl-L-histidyl-L-prolinamide in 30 ml of water is added and shaking in a hydrogen atmosphere is continued at normal pressure and room temperature until 2m moles (about 50 ml) of hydrogen are consumed. The catalyst is filtered off, the filtrate is extracted two times w... The reactants are mercuric oxide, FC1=C(COC=2C(=NC=CC2)NC(=S)NC2=CC=C(C=C2)Cl)C(=CC(=C1)F)F (N-[3-(2,4,6-trifluorobenzyloxy)pyrid-2-yl]-N'-(4-chlorophenyl)thiourea), N (ammonia). The solvent is C(Cl)(Cl)Cl (chloroform). Conditions: time 1 day. Yields the product FC1=C(COC=2C(=NC=CC2)NC(=N)NC2=CC=C(C=C2)Cl)C(=CC(=C1)F)F (3-(2,4,6-Trifluorobenzyloxy)pyrid-2-yl-N'-(4-chlorophenyl)guanidine). Reaction SMILES: [F:1][C:2]1[CH:26]=[C:25]([F:27])[CH:24]=[C:23]([F:28])[C:3]=1[CH2:4][O:5][C:6]1[C:7]([NH:12][C:13]([NH:15][C:16]2[CH:21]=[CH:20][C:19]([Cl:22])=[CH:18][CH:17]=2)=S)=[N:8][CH:9]=[CH:10][CH:11]=1.[NH3:29]>C(Cl)(Cl)Cl>[F:1][C:2]1[CH:26]=[C:25]([F:27])[CH:24]=[C:23]([F:28])[C:3]=1[CH2:4][O:5][C:6]1[C:7]([NH:12][C:13]([NH:15][C:16]2[CH:21]=[CH:20][C:19]([Cl:22])=[CH:18][CH:17]=2)=[NH:29])=[N:8][CH:9]=[CH:10][CH:11]=1. Reported procedure: A mixture of yellow mercuric oxide (0.74 g, 0.036 mol), N-[3-(2,4,6-trifluorobenzyloxy)pyrid-2-yl]-N'-(4-chlorophenyl)thiourea (1.27 g, 0.003 mol) and methanolic ammonia solution (40 ml) was stirred for 1 day at room temperature. The solvent was removed-in vacuo and the black residue was boiled with chloroform and filtered hot. Evaporation of the solvent, trituration with ether and recrystallisation from acetonitrile gave the desired product. Yield 0.63 g (52%), m.p. 161°-162 ° C.